This data is from the Open Reaction Database (ORD), a public repository of structured organic reaction records. The task is: describe an organic reaction: reactants, conditions, products, and yield The reactants are BrC1=CC(=C(C(=O)O)C=C1)F (4-bromo-2-fluorobenzoic acid), C([O-])([O-])=O.[K+].[K+] (potassium carbonate), C(C1=CC=CC=C1)Br (benzyl bromide). The solvent is CN(C=O)C (N,N-dimethylformamide). Run at temperature 60 celsius, time 3 hour. Product: BrC1=CC(=C(C(=O)OCC2=CC=CC=C2)C=C1)F (benzyl 4-bromo-2-fluorobenzoate). As a reaction SMILES: [Br:1][C:2]1[CH:10]=[CH:9][C:5]([C:6]([OH:8])=[O:7])=[C:4]([F:11])[CH:3]=1.C(=O)([O-])[O-].[K+].[K+].[CH2:18](Br)[C:19]1[CH:24]=[CH:23][CH:22]=[CH:21][CH:20]=1>CN(C)C=O>[Br:1][C:2]1[CH:10]=[CH:9][C:5]([C:6]([O:8][CH2:18][C:19]2[CH:24]=[CH:23][CH:22]=[CH:21][CH:20]=2)=[O:7])=[C:4]([F:11])[CH:3]=1 |f:1.2.3|. Reported procedure: To an N,N-dimethylformamide solution (400 ml) of 4-bromo-2-fluorobenzoic acid (50.3 g) were added at room temperature potassium carbonate (63.5 g) and benzyl bromide (27.3 ml), followed by stirring at 60° C. for 3 hours. After the precipitate was filtered off, the filtrate was concentrated to 100 ml, and then diluted with ethyl acetate. This was washed sequentially with a saturated aqueous ammonium chloride solution, water and saturated sodium chloride solution, dried over anhydrous sodium sulfa... Starting materials: COC(=O)Oc1cc([N+](=O)[O-])c(F)cc1C(C)(C)C, C1CCNCC1, ClCCl. Yields the product CC(C)(C)c1cc(F)c([N+](=O)[O-])cc1O. RXN SMILES: [C:1]([O:2][c:3]1[c:4]([C:13]([CH3:14])([CH3:15])[CH3:16])[cH:5][c:6]([F:12])[c:7]([N+:9](=[O:10])[O-:11])[cH:8]1)(=[O:17])[O:18][CH3:19].[CH2:20]1[CH2:21][CH2:22][NH:23][CH2:24][CH2:25]1.[Cl:26][CH2:27][Cl:28]>>[OH:2][c:3]1[c:4]([C:13]([CH3:14])([CH3:15])[CH3:16])[cH:5][c:6]([F:12])[c:7]([N+:9](=[O:10])[O-:11])[cH:8]1.